Dataset: the Open Reaction Database (ORD), a public repository of structured organic reaction records. Task: describe an organic reaction: reactants, conditions, products, and yield Starting materials: Cl (hydrochloride), [N+](=O)([O-])C1=CC=CC=C1 (nitrobenzene), S1C=2N(C=C1)C=NC2 (imidazo[5,1-b]thiazole), CSS(=O)(=O)C (methyl methanethiolsulfonate). The reagents and catalysts are Cl[Ti](Cl)Cl (trichlorotitanium). Solvent: ClCCl (dichloromethane). Conditions: time 20 minute. Yields the product CSC=1N=CN2C1SC=C2 (7-Methylthioimidazo[5,1-b]thiazole). RXN SMILES: [CH3:1][S:2]S(C)(=O)=O.[N+](C1C=CC=CC=1)([O-])=O.[S:16]1[CH:20]=[CH:19][N:18]2[CH:21]=[N:22][CH:23]=[C:17]12.Cl>Cl[Ti](Cl)Cl.ClCCl>[CH3:1][S:2][C:23]1[N:22]=[CH:21][N:18]2[CH:19]=[CH:20][S:16][C:17]=12. Reported procedure: To 200 ml of dichloromethane cooled at 0° C., 35 ml of trichlorotitanium and 40 g of methyl methanethiolsulfonate were added and the mixture was stirred at the same temperature for 20 min. The mixture was added dropwise to 1 L of nitrobenzene containing 26 g of imidazo[5,1-b]thiazole at 5 to 10° C. and stirred at the same temperature for five hr. The reaction was stopped by adding 400 ml of 0.5N hydrochloride, followed by filtration to remove insolubles. The mixture was washed with 200 ml of dic...